From a dataset of the Open Reaction Database (ORD), a public repository of structured organic reaction records. describe an organic reaction: reactants, conditions, products, and yield Starting materials: C(C)(C)(C)OC(=O)N1CCC(CC1)OC1=CC=C(NCC2=CC=C3C=CC(=CC3=C2)C#N)C=C1 (7-[[4-[(1-t-butoxycarbonyl-4-piperidyl)oxy]anilino]methyl]-2-naphthalenecarbonitrile), CS(=O)(=O)Cl (methanesulfonyl chloride). Yields the product C(C)(C)(C)OC(=O)N1CCC(CC1)OC1=CC=C(C=C1)N(S(=O)(=O)C)CC1=CC2=CC(=CC=C2C=C1)C#N (N-[4-[(1-t-Butoxycarbonyl-4-piperidyl)oxy]phenyl]-N-[(7-cyano-2-naphthyl)methyl]methanesulfonamide). As a reaction SMILES: [C:1]([O:5][C:6]([N:8]1[CH2:13][CH2:12][CH:11]([O:14][C:15]2[CH:34]=[CH:33][C:18]([NH:19][CH2:20][C:21]3[CH:30]=[C:29]4[C:24]([CH:25]=[CH:26][C:27]([C:31]#[N:32])=[CH:28]4)=[CH:23][CH:22]=3)=[CH:17][CH:16]=2)[CH2:10][CH2:9]1)=[O:7])([CH3:4])([CH3:3])[CH3:2].[CH3:35][S:36](Cl)(=[O:38])=[O:37]>>[C:1]([O:5][C:6]([N:8]1[CH2:13][CH2:12][CH:11]([O:14][C:15]2[CH:16]=[CH:17][C:18]([N:19]([CH2:20][C:21]3[CH:22]=[CH:23][C:24]4[C:29](=[CH:28][C:27]([C:31]#[N:32])=[CH:26][CH:25]=4)[CH:30]=3)[S:36]([CH3:35])(=[O:38])=[O:37])=[CH:33][CH:34]=2)[CH2:10][CH2:9]1)=[O:7])([CH3:4])([CH3:2])[CH3:3]. Reported procedure: Starting compound: 7-[[4-[(1-t-butoxycarbonyl-4-piperidyl)oxy]anilino]methyl]-2-naphthalenecarbonitrile, methanesulfonyl chloride. Reported procedure: In like manner to the preparation of N4-(3,4-ethylenedioxyphenyl)-5-fluoro-N2-(3-hydroxyphenyl)-2,4-pyrimidinediamine, the reaction of 2-chloro-N4-(3,4-dimethoxyphenyl)-5-fluoro-4-pyrimidineamine with 3-hydroxyaniline gave N4-(3,4-dimethoxyphenyl)-5-fluoro-N2-(3-hydroxyphenyl)-2,4-pyrimidinediamine. 1H NMR (CD3OD): δ 7.77 (d, 1H, J=3.3 Hz), 7.15 (d, 1H, J=2.4 Hz), 7.05 (dd, 1H, J=2.4 and 8.4 Hz), 7.00–6.90 (m, 4H), 6.80 (d, 1H, J=8.1 Hz), 6.40 (m, 1H), 4.05 (q, 2H), 3.80 (s, 3H), 3.75 (s, 3H), 1... Starting materials: ClC1=NC=C(C(=N1)NC1=CC(=C(C=C1)OC)OC)F (2-chloro-N4-(3,4-dimethoxyphenyl)-5-fluoro-4-pyrimidineamine), OC=1C=C(N)C=CC1 (3-hydroxyaniline). Yields the product COC=1C=C(C=CC1OC)NC1=NC(=NC=C1F)NC1=CC(=CC=C1)O (N4-(3,4-dimethoxyphenyl)-5-fluoro-N2-(3-hydroxyphenyl)-2,4-pyrimidinediamine). RXN SMILES: Cl[C:2]1[N:7]=[C:6]([NH:8][C:9]2[CH:14]=[CH:13][C:12]([O:15][CH3:16])=[C:11]([O:17][CH3:18])[CH:10]=2)[C:5]([F:19])=[CH:4][N:3]=1.[OH:20][C:21]1[CH:22]=[C:23]([CH:25]=[CH:26][CH:27]=1)[NH2:24]>>[CH3:18][O:17][C:11]1[CH:10]=[C:9]([NH:8][C:6]2[C:5]([F:19])=[CH:4][N:3]=[C:2]([NH:24][C:23]3[CH:25]=[CH:26][CH:27]=[C:21]([OH:20])[CH:22]=3)[N:7]=2)[CH:14]=[CH:13][C:12]=1[O:15][CH3:16]. Starting materials: [Cu].C1[C@@H]([C@H]([C@@H]([C@H]([C@H]1N[C@H]2C=C([C@H]([C@@H]([C@H]2O)O)O)CO)O)O)O[C@H]3[C@@H]([C@H]([C@@H]([C@H](O3)CO)O)O)O)CO (copper validamycin), [Cu+].CC1(C(=O)N(C(=O)O1)C=2C=C(C=C(C2)Cl)Cl)C=C (copper (I) vinclozolin), [Cu].C1C2=C(C(=C(C(=C2Cl)Cl)Cl)Cl)C(=O)O1 (copper fthalide), [Cu].C1[C@@H]([C@H]([C@@H]([C@H]([C@H]1N[C@H]2C=C([C@H]([C@@H]([C@H]2O)O)O)CO)O)O)O[C@H]3[C@@H]([C@H]([C@@H]([C@H](O3)CO)O)O)O)CO.C1C2=C(C(=C(C(=C2Cl)Cl)Cl)Cl)C(=O)O1 (copper validamycin fthalide), [Cu].CO/N=C(\CC1=CN=CC=C1)/C2=C(C=C(C=C2)Cl)Cl (copper pyrifenox). Product: [Cu].CC12CC1(C(=O)N(C2=O)C=3C=C(C=C(C3)Cl)Cl)C (copper procymidone). As a reaction SMILES: [Cu:1].[CH2:2]1[C@H](N[C@@H]2[C@H](O)[C@@H](O)[C@H](O)C(CO)=C2)[C@H](O)[C@@H](O)[C@H](O[C@@H]2O[C@H](CO)[C@@H](O)[C@H](O)[C@H]2O)[C@H]1CO.[Cu].C1[C@H](N[C@@H]2[C@H](O)[C@@H](O)[C@H](O)C(CO)=C2)[C@H](O)[C@@H](O)[C@H](O[C@@H]2O[C@H](CO)[C@@H](O)[C@H](O)[C@H]2O)[C@H]1CO.C1OC(=O)C2C(Cl)=C(Cl)C(Cl)=C(Cl)C1=2.[Cu].CO/N=C(/C1C=CC(Cl)=CC=1Cl)\CC1C=CC=NC=1.[Cu+].[CH3:106][C:107]1([CH:122]=[CH2:123])O[C:111](=[O:112])[N:110]([C:114]2[CH:115]=[C:116]([Cl:121])[CH:117]=[C:118]([Cl:120])[CH:119]=2)[C:108]1=[O:109].[Cu].C1OC(=O)C2C(Cl)=C(Cl)C(Cl)=C(Cl)C1=2>>[Cu:1].[CH3:2][C:107]12[C:108](=[O:109])[N:110]([C:114]3[CH:115]=[C:116]([Cl:121])[CH:117]=[C:118]([Cl:120])[CH:119]=3)[C:111](=[O:112])[C:122]1([CH3:123])[CH2:106]2 |f:0.1,2.3.4,5.6,7.8,9.10,11.12|. Procedure: The fungicidal preparations containing the inorganic copper fungicide and chemicals (such as fungicides, etc.) other than ingredients (a) and (b) include a Bordeaux mixture containing basic copper calcium sulfate; copper-sulfur fungicides, such as Engei Bordeaux (trade name, produced by Sankei Chemical Co., Ltd.), etc.; copper-validamycin fungicides; copper-validamycin-fthalide fungicides; copper-pyrifenox fungicides; copper (I)-vinclozolin fungicides; copper-fthalide fungicides; copper-procymid... Starting materials: O (water), tosic acid monohydrate, FC1(CN(C1)C(=O)C1=NOC2=C1C=C(C(=C2F)F)C(OC)OC)F ((3,3-Difluoroazetidin-1-yl)(5-(dimethoxymethyl)-6,7-difluorobenzo[d]isoxazol-3-yl)methanone), FC1(CN(C1)C(=O)C1=NOC2=C1C=C(C(=C2F)F)C(OC)OC)F ((3,3-Difluoroazetidin-1-yl)(5-(dimethoxymethyl)-6,7-difluorobenzo[d]isoxazol-3-yl)methanone). Solvent: C1CCOC1 (THF), C(C)(=O)OCC (ethyl acetate). The product is FC1(CN(C1)C(=O)C1=NOC2=C1C=C(C(=C2F)F)C=O)F (3-(3,3-difluoroazetidine-1-carbonyl)-6,7-difluorobenzo[d]isoxazole-5-carbaldehyde). Yield: 92.2%. As a reaction SMILES: [F:1][C:2]1([F:24])[CH2:5][N:4]([C:6]([C:8]2[C:12]3[CH:13]=[C:14]([CH:19](OC)[O:20]C)[C:15]([F:18])=[C:16]([F:17])[C:11]=3[O:10][N:9]=2)=[O:7])[CH2:3]1.O>C1COCC1.C(OCC)(=O)C>[F:24][C:2]1([F:1])[CH2:3][N:4]([C:6]([C:8]2[C:12]3[CH:13]=[C:14]([CH:19]=[O:20])[C:15]([F:18])=[C:16]([F:17])[C:11]=3[O:10][N:9]=2)=[O:7])[CH2:5]1. Procedure details: (3,3-Difluoroazetidin-1-yl)(5-(dimethoxymethyl)-6,7-difluorobenzo[d]isoxazol-3-yl)methanone (Intermediate 228, 3.336 g, 9.58 mmol) was dissolved in a 4:1 THF:water mixture (62.5 ml) and heated at 75° C. with tosic acid monohydrate (0.911 g, 4.79 mmol) for three hours. The reaction was allowed to cool to room temperature, diluted with ethyl acetate, washed 3× with saturated NaHCO3, dried over MgSO4 and concentrated. The residue was purified by silica gel column chromatography using a gradient of ...